Dataset: the Open Reaction Database (ORD), a public repository of structured organic reaction records. Task: describe an organic reaction: reactants, conditions, products, and yield Isolated yield 94.0%. The product is ClC1=CC2=C(C(=CC3=C(O2)C=CC=C3)CO)C=C1 ((7-Chloro-dibenz[b,f]oxepin-10-yl)methanol). Procedure details: Preparation analogous to Example 12 f) aus 7-chloro-dibenz[b,f]oxepine-10-carboxylic acid. Yield: 94% in the form of an oil; TLC (silica gel; ethyl acetate/hexane=1:1; UV): Rf =0.38; 1H-NMR (CDCl3, 200 MHz) 1.72 (sbr, 1H); 4.67 (s, 2H); 6.91 (s, 1H); 7.10-7.40 (m, 7H); MS: 260/258 (M+), 217/215. Starting materials: C(=C(F)Cl)(F)F (12 f), ClC1=CC2=C(C(=CC3=C(O2)C=CC=C3)C(=O)O)C=C1 (7-chloro-dibenz[b,f]oxepine-10-carboxylic acid). The solvent is C(C)(=O)OCC.CCCCCC (ethyl acetate hexane). RXN SMILES: C(F)(F)=C(Cl)F.[Cl:7][C:8]1[CH:25]=[CH:24][C:11]2[C:12]([C:21](O)=[O:22])=[CH:13][C:14]3[CH:20]=[CH:19][CH:18]=[CH:17][C:15]=3[O:16][C:10]=2[CH:9]=1>C(OCC)(=O)C.CCCCCC>[Cl:7][C:8]1[CH:25]=[CH:24][C:11]2[C:12]([CH2:21][OH:22])=[CH:13][C:14]3[CH:20]=[CH:19][CH:18]=[CH:17][C:15]=3[O:16][C:10]=2[CH:9]=1 |f:2.3|. Starting materials: [BH4-].[Na+] (sodium borohydride), CC1C(C2=CC(=CC=C2C1)C(C)(C)C)=O ((+)-2-Methyl-6-tert-butylindan-1-one), Cl (HCl). Run in O1CCCC1.CO (tetrahydrofuran methanol). Run at time 18 hour. The product is CC=1CC2=CC(=CC=C2C1)C(C)(C)C (2-Methyl-6-tert-butylindene). Isolated yield 99.1%. Reaction SMILES: [CH3:1][CH:2]1[CH2:10][C:9]2[C:4](=[CH:5][C:6]([C:11]([CH3:14])([CH3:13])[CH3:12])=[CH:7][CH:8]=2)[C:3]1=O.[BH4-].[Na+].Cl>O1CCCC1.CO>[CH3:1][C:2]1[CH2:3][C:4]2[C:9]([CH:10]=1)=[CH:8][CH:7]=[C:6]([C:11]([CH3:14])([CH3:13])[CH3:12])[CH:5]=2 |f:1.2,4.5|. Procedure details: 5.3 g (26 mmol) of 8 were dissolved in 50 ml of tetrahydrofuran/methanol (2:1), 1.5 g of sodium borohydride were added at 0° C. with magnetic stirring, and the mixture was stirred at room temperature for 18 hours. The reaction mixture was poured onto ice, conc. HCl was added to pH 1, and the mixture was extracted a number of times with diethyl ether. The combined organic phases were washed with saturated aqueous NaHCO3 solution and NaCl solution and dried (MgSO4). The solvent was removed in vacu... Reactants: CN(C(=O)C1CC(OC2=C1C=C(C=C2)[N+](=O)[O-])(C)C)C (N,N-dimethyl-3,4-dihydro-6-nitro-2,2-dimethyl-2H-1-benzopyran-4-carboxamide), COC=1C=CC(=CC1)P2(=S)SP(=S)(S2)C=3C=CC(=CC3)OC (Lawesson's reagent). Run in C1=CC=CC=C1 (benzene). Product: CN(C(=S)C1CC(OC2=C1C=C(C=C2)[N+](=O)[O-])(C)C)C (N,N-dimethyl-3,4-dihydro-6-nitro-2,2-dimethyl-2H-1-benzopyran-4-carbothioamide). Isolated yield 137.4%. RXN SMILES: [CH3:1][N:2]([CH3:20])[C:3]([CH:5]1[C:10]2[CH:11]=[C:12]([N+:15]([O-:17])=[O:16])[CH:13]=[CH:14][C:9]=2[O:8][C:7]([CH3:19])([CH3:18])[CH2:6]1)=O.COC1C=CC(P2(SP(C3C=CC(OC)=CC=3)(=S)S2)=[S:30])=CC=1>C1C=CC=CC=1>[CH3:1][N:2]([CH3:20])[C:3]([CH:5]1[C:10]2[CH:11]=[C:12]([N+:15]([O-:17])=[O:16])[CH:13]=[CH:14][C:9]=2[O:8][C:7]([CH3:19])([CH3:18])[CH2:6]1)=[S:30]. Reported procedure: A mixture of 0.43 g of N,N-dimethyl-3,4-dihydro-6-nitro-2,2-dimethyl-2H-1-benzopyran-4-carboxamide, 0.33 g of Lawesson's reagent, and 2 ml of benzene was heated under reflux for 30 minutes. The reaction product was purified by silica gel column chromatography (CH2Cl2) and recrystallized from a mixture of ethyl acetate and n-hexane to obtain 0.33 g of N,N-dimethyl-3,4-dihydro-6-nitro-2,2-dimethyl-2H-1-benzopyran-4-carbothioamide represented by formula shown below. Reactants: C(C)(C)(C)OC(=O)NC1CC(C2=C(NC1=O)C=C(C=C2)C)C2=CC=CC=C2 (3-[Tert.-butoxycarbonylamino]-8-methyl-2-oxo-5-phenyl-1,3,4,5-tetrahydro-benzo[b]azepine), C(C)(C)(C)NC(CI)=O (N-t-butyl iodoacetamide), [OH-].[K+] (potassium hydroxide). The reagents and catalysts are [Br-].C(CCC)[N+](CCCC)(CCCC)CCCC (tetrabutylammonium bromide). The solvent is O1CCCC1 (tetrahydrofuran), C(C)(=O)OCC (ethyl acetate). Run at time 5 hour. The product is C(C)(C)(C)NC(CN1C2=C(C(CC(C1=O)NC(=O)OC(C)(C)C)C1=CC=CC=C1)C=CC(=C2)C)=O (N-tert-Butyl-2-{3-[tert.-butoxycarbonylamino]-8-methyl-2-oxo-5-phenyl-1,3,4,5-tetrahydro-benzo[b]azepin-1-yl}-acetamide). Yield: 100.0%. Reaction SMILES: [C:1]([O:5][C:6]([NH:8][CH:9]1[C:15](=[O:16])[NH:14][C:13]2[CH:17]=[C:18]([CH3:21])[CH:19]=[CH:20][C:12]=2[CH:11]([C:22]2[CH:27]=[CH:26][CH:25]=[CH:24][CH:23]=2)[CH2:10]1)=[O:7])([CH3:4])([CH3:3])[CH3:2].[C:28]([NH:32][C:33](=[O:36])[CH2:34]I)([CH3:31])([CH3:30])[CH3:29].[OH-].[K+]>[Br-].C([N+](CCCC)(CCCC)CCCC)CCC.O1CCCC1.C(OCC)(=O)C>[C:28]([NH:32][C:33](=[O:36])[CH2:34][N:14]1[C:15](=[O:16])[CH:9]([NH:8][C:6]([O:5][C:1]([CH3:4])([CH3:2])[CH3:3])=[O:7])[CH2:10][CH:11]([C:22]2[CH:23]=[CH:24][CH:25]=[CH:26][CH:27]=2)[C:12]2[CH:20]=[CH:19][C:18]([CH3:21])=[CH:17][C:13]1=2)([CH3:31])([CH3:30])[CH3:29] |f:2.3,4.5|. Procedure: 3-[Tert.-butoxycarbonylamino]-8-methyl-2-oxo-5-phenyl-1,3,4,5-tetrahydro-benzo[b]azepine (1.4 g, 3.8 mmol), N-t-butyl iodoacetamide (1.1 g, 4.56 mmol) and tetrabutylammonium bromide (85 mg, 0.26 mmol) were dissolved in dry tetrahydrofuran (25 ml) under nitrogen. Powder potassium hydroxide (0.3 g, 4.5 mmol) was added in one portion and the reaction was stirred for 5 hours. The reaction was diluted with ethyl acetate (25 ml) and washed with water (2×50 ml) and brine. After drying over magnesium su... Yields the product NC(C)C1=CC=C(C=C1)C1=NOC(C1)(C(F)(F)F)C1=CC(=CC(=C1)C(F)(F)F)C(F)(F)F (3-[4-(1-aminoethyl)phenyl]-5-[3,5-bis(trifluoromethyl)phenyl]-5-trifluoromethyl-4,5-dihydroisoxazole). The solvent is C(C)O (ethanol). Starting materials: FC(C=1C=C(C=C(C1)C(F)(F)F)C1(CC(=NO1)C1=CC=C(C=C1)C(C)N1C(C=2C(C1=O)=CC=CC2)=O)C(F)(F)F)(F)F (N-[1-[4-[5-[3,5-bis(trifluoromethyl)phenyl]-5-trifluoromethyl-4,5-dihydroisoxazole-3-yl]phenyl]ethyl]phthalimide), O.NN (hydrazine monohydrate). As a reaction SMILES: [F:1][C:2]([F:42])([F:41])[C:3]1[CH:4]=[C:5]([C:13]2([C:37]([F:40])([F:39])[F:38])[O:17][N:16]=[C:15]([C:18]3[CH:23]=[CH:22][C:21]([CH:24]([N:26]4C(=O)C5=CC=CC=C5C4=O)[CH3:25])=[CH:20][CH:19]=3)[CH2:14]2)[CH:6]=[C:7]([C:9]([F:12])([F:11])[F:10])[CH:8]=1.O.NN>C(O)C>[NH2:26][CH:24]([C:21]1[CH:20]=[CH:19][C:18]([C:15]2[CH2:14][C:13]([C:5]3[CH:6]=[C:7]([C:9]([F:10])([F:11])[F:12])[CH:8]=[C:3]([C:2]([F:42])([F:41])[F:1])[CH:4]=3)([C:37]([F:38])([F:39])[F:40])[O:17][N:16]=2)=[CH:23][CH:22]=1)[CH3:25] |f:1.2|. Run at temperature 80 celsius, time 2 hour. Procedure details: To a solution of 2.80 g of N-[1-[4-[5-[3,5-bis(trifluoromethyl)phenyl]-5-trifluoromethyl-4,5-dihydroisoxazole-3-yl]phenyl]ethyl]phthalimide in 10 mL of ethanol, 0.22 g of hydrazine monohydrate was added and the resultant reaction mixture was stirred at 80° C. for 2 hours. After the completion of the reaction, the mixture was cooled down to 0° C. and the deposited insoluble substance was filtered off, followed by cleaning the filtered substance with a small amount of chloroform. The filtrate and ...